From a dataset of the Open Reaction Database (ORD), a public repository of structured organic reaction records. describe an organic reaction: reactants, conditions, products, and yield The reactants are C(=O)(O)C1=CN=C2SC3=C(N2C1=O)C=CC=C3 (3-carboxy-4-oxo-4H-pyrimido[2,1-b]benzothiazole), CN(C=O)C (dimethylformamide), C(=O)(N1C=NC=C1)N1C=NC=C1 (1,1'-carbonyldiimidazole), NC1=NN=NN1 (5-aminotetrazole). Product: N1N=NN=C1NC(=O)C1=CN=C2SC3=C(N2C1=O)C=C1C(=C3)OCCO1 (N-(5-Tetrazolyl)-7,8-ethylenedioxy-4-oxo-4H-pyrimido[2,1-b]benzothiazole-3-carboxamide). RXN SMILES: [C:1]([C:4]1[C:12](=[O:13])[N:11]2[C:7]([S:8][C:9]3[CH:17]=[CH:16][CH:15]=[CH:14][C:10]=32)=[N:6][CH:5]=1)([OH:3])=O.[C:18](N1C=CN=C1)(N1C=CN=C1)=[O:19].[NH2:30][C:31]1[NH:35][N:34]=[N:33][N:32]=1.CN(C)[CH:38]=[O:39]>>[NH:32]1[C:31]([NH:30][C:1]([C:4]2[C:12](=[O:13])[N:11]3[C:7]([S:8][C:9]4[CH:17]=[C:16]5[O:19][CH2:18][CH2:38][O:39][C:15]5=[CH:14][C:10]=43)=[N:6][CH:5]=2)=[O:3])=[N:35][N:34]=[N:33]1. Procedure: Again, in a manner similar to Example 21, the desired product is prepared from 880 ml. of 3-carboxy-4-oxo-4H-pyrimido[2,1-b]benzothiazole, 535 mg. of 1,1'-carbonyldiimidazole and 281 mg. of 5-aminotetrazole in 40 ml. of dimethylformamide.